Dataset: the Open Reaction Database (ORD), a public repository of structured organic reaction records. Task: describe an organic reaction: reactants, conditions, products, and yield Starting materials: C(CCC)C1=NC=2N(C(N1CC1=CC=C(C=C1)C1=C(C=CC=C1)C1=NN=NN1C(C1=CC=CC=C1)(C1=CC=CC=C1)C1=CC=CC=C1)=O)N=C(C2)C2=CC=CC=C2 (2-Butyl-7-phenyl-3-[[2'[1-(triphenylmethyl]-1H-tetrazol-5-yl][1,1'-bipheny]-4-yl]methyl]pyrazolo[1,5-a]-1,3,5-triazin-4(3H)-one). Reagents/catalysts: CC(=O)C (acetone). Product: C(CCC)C1=NC=2N(C(N1CC1=CC=C(C=C1)C1=C(C=CC=C1)C1=NN=NN1)=O)N=C(C2)C2=CC=CC=C2 (2-Butyl-7-phenyl-3-[[2'-(1H-tetrazol-5-yl)[1,1'-biphenyl]-4-yl]methyl]pyrazolo[1,5-a]-1,3,5-triazin-4(3H)-one). Yield: 64.8%. RXN SMILES: [CH2:1]([C:5]1[N:10]([CH2:11][C:12]2[CH:17]=[CH:16][C:15]([C:18]3[CH:23]=[CH:22][CH:21]=[CH:20][C:19]=3[C:24]3[N:28](C(C4C=CC=CC=4)(C4C=CC=CC=4)C4C=CC=CC=4)[N:27]=[N:26][N:25]=3)=[CH:14][CH:13]=2)[C:9](=[O:48])[N:8]2[N:49]=[C:50]([C:52]3[CH:57]=[CH:56][CH:55]=[CH:54][CH:53]=3)[CH:51]=[C:7]2[N:6]=1)[CH2:2][CH2:3][CH3:4]>CC(C)=O>[CH2:1]([C:5]1[N:10]([CH2:11][C:12]2[CH:13]=[CH:14][C:15]([C:18]3[CH:23]=[CH:22][CH:21]=[CH:20][C:19]=3[C:24]3[NH:25][N:26]=[N:27][N:28]=3)=[CH:16][CH:17]=2)[C:9](=[O:48])[N:8]2[N:49]=[C:50]([C:52]3[CH:57]=[CH:56][CH:55]=[CH:54][CH:53]=3)[CH:51]=[C:7]2[N:6]=1)[CH2:2][CH2:3][CH3:4]. Procedure: A solution of 800 mg of the product of Example 7 in 100 ml of acetone containing 3 drops of 5% HC1 is refluxed for 16 hours. The reaction mixture is concentrated in vacuo to a residue which is purified by column chromatography on silica gel by elution with 70% ethyl acetate-hexanes to give 350 mg of the desired product as a solid. M+H 503 Starting materials: CO, COc1ccnc(C#N)n1, [NH4+], [OH-]. The product is COc1ccnc(CN)n1. RXN SMILES: [CH3:11][OH:12].[CH3:1][O:2][c:3]1[n:4][c:5]([C:9]#[N:10])[n:6][cH:7][cH:8]1.[NH4+:13].[OH-:14]>>[CH3:1][O:2][c:3]1[n:4][c:5]([CH2:9][NH2:10])[n:6][cH:7][cH:8]1. Reactants: CC#N, N#CO[K], NCC1CCN(c2nc(Nc3ccc4c(c3)CCC(=O)N4)ncc2F)CC1, O. Yields the product NC(=O)NCC1CCN(c2nc(Nc3ccc4c(c3)CCC(=O)N4)ncc2F)CC1. As a reaction SMILES: [CH3:32][C:33]#[N:34].[K:28][O:29][C:30]#[N:31].[NH2:1][CH2:2][CH:3]1[CH2:4][CH2:5][N:6]([c:9]2[n:10][c:11]([NH:16][c:17]3[cH:18][c:19]4[c:24]([cH:25][cH:26]3)[NH:23][C:22](=[O:27])[CH2:21][CH2:20]4)[n:12][cH:13][c:14]2[F:15])[CH2:7][CH2:8]1.[OH2:35]>>[NH:1]([CH2:2][CH:3]1[CH2:4][CH2:5][N:6]([c:9]2[n:10][c:11]([NH:16][c:17]3[cH:18][c:19]4[c:24]([cH:25][cH:26]3)[NH:23][C:22](=[O:27])[CH2:21][CH2:20]4)[n:12][cH:13][c:14]2[F:15])[CH2:7][CH2:8]1)[C:30](=[O:29])[NH2:31]. The reactants are COC=1C=C(C=CC1OC)C1CC(NC1)=O (4-(3,4-Dimethoxyphenyl)-2-pyrrolidone), CO (methanol). Solvent: C1=CC=CC=C1 (benzene). Reaction conditions: temperature 60 celsius, time 6 hour. The product is COC=1C=C(CN2C(CC(C2)C2=CC(=C(C=C2)OC)OC)=O)C=CC1OC (1-(3,4-Dimethoxybenzyl)-4-(3,4-dimethoxyphenyl)-2-pyrrolidone). Yield: 82.0%. Reaction SMILES: [CH3:1][O:2][C:3]1[CH:4]=[C:5]([CH:11]2[CH2:15][NH:14][C:13](=[O:16])[CH2:12]2)[CH:6]=[CH:7][C:8]=1[O:9][CH3:10].[CH3:17][OH:18]>C1C=CC=CC=1>[CH3:17][O:18][C:3]1[CH:4]=[C:5]([CH:6]=[CH:7][C:8]=1[O:9][CH3:10])[CH2:11][N:14]1[CH2:15][CH:11]([C:5]2[CH:6]=[CH:7][C:8]([O:9][CH3:10])=[C:3]([O:2][CH3:1])[CH:4]=2)[CH2:12][C:13]1=[O:16]. Procedure: 30 g (0.136M) of the pyrrolidone (9) was treated with Triton B (60 ml of a 40% methanol solution in 400 ml of benzene. Benzene was distilled off in vacuo, and 400 ml of benzene was again added to the residue. This procedure was repeated three times, and 25.31 g of 3,4-dimethoxybenzyl chloride was added thereto at room temperature. The mixture was stirred at 60° C. for 6 hr, and water was added to the reaction mixture. The resultant organic phase was separated and washed twice with water and once... The reactants are CN1CCOCC1, CC#N, Nc1ccc2c(c1)B(O)OC2, CC(=O)CCc1cc(NC(=O)C(F)(F)F)ccc1S(=O)(=O)Cl. Yields the product CC(=O)CCc1cc(NC(=O)C(F)(F)F)ccc1S(=O)(=O)Nc1ccc2c(c1)B(O)OC2. Reaction SMILES: [CH3:12][N:13]1[CH2:14][CH2:15][O:16][CH2:17][CH2:18]1.[CH3:41][C:42]#[N:43].[NH2:1][c:2]1[cH:3][cH:4][c:5]2[c:6]([cH:11]1)[B:7]([OH:10])[O:8][CH2:9]2.[O:19]=[C:20]([CH2:21][CH2:22][c:23]1[c:24]([S:36](=[O:37])(=[O:38])[Cl:39])[cH:25][cH:26][c:27]([NH:29][C:30]([C:31]([F:32])([F:33])[F:34])=[O:35])[cH:28]1)[CH3:40]>>[NH:1]([c:2]1[cH:3][cH:4][c:5]2[c:6]([cH:11]1)[B:7]([OH:10])[O:8][CH2:9]2)[S:36]([c:24]1[c:23]([CH2:22][CH2:21][C:20](=[O:19])[CH3:40])[cH:28][c:27]([NH:29][C:30]([C:31]([F:32])([F:33])[F:34])=[O:35])[cH:26][cH:25]1)(=[O:37])=[O:38]. The reactants are IC1=C(C=CC=C1)[N+](=O)[O-] (2-iodonitrobenzene), IC1=C(C=CC=C1)[N+](=O)[O-] (2-iodonitrobenzene), C(C)OC(C(F)(F)Br)=O (bromodifluoroacetic acid ethyl ester). Reagents/catalysts: [Cu] (copper). Solvent: CS(=O)C (DMSO). Reaction conditions: temperature 55 celsius, time 15 hour. Yields the product C(C)OC(C(C1=C(C=CC=C1)[N+](=O)[O-])(F)F)=O (2,2-difluoro-2-(2-nitrophenyl)acetic acid ethyl ester). RXN SMILES: I[C:2]1[CH:7]=[CH:6][CH:5]=[CH:4][C:3]=1[N+:8]([O-:10])=[O:9].[CH2:11]([O:13][C:14](=[O:19])[C:15](Br)([F:17])[F:16])[CH3:12]>[Cu].CS(C)=O>[CH2:11]([O:13][C:14](=[O:19])[C:15]([F:17])([F:16])[C:2]1[CH:7]=[CH:6][CH:5]=[CH:4][C:3]=1[N+:8]([O-:10])=[O:9])[CH3:12]. Procedure details: According to the Kumadaki method (supra) and the above-described scheme, 2-iodonitrobenzene (Compound 1c; 250.0 mg, 1.0 mmol), bromodifluoroacetic acid ethyl ester (203 mg, 1.0 mmol), copper powder (128 mg, 2.0 mmol) and DMSO (2.0 mL) were put into a two-neck reaction tube, and the mixture was stirred under argon atmosphere at 55° C. for 15 hours. The reaction mixture was extracted with ethyl acetate and washed with water, and an organic layer was dried with anhydrous sodium sulfate. Ethyl aceta... The reactants are C(C)=O (acetaldehyde), C(C1=CC=CC=C1)(=O)O (benzoic acid), C1(=CC=CC=C1)P(C1=CC=CC=C1)(C1=CC=CC=C1)=CC=1CS[C@H]2N(C1C(=O)OC(C1=CC=CC=C1)C1=CC=CC=C1)C([C@H]2NC(CC=2SC=CC2)=O)=O (diphenylmethyl 3-(triphenylphosphoranylidenemethyl)-7β-(2-thienylacetamido)ceph-3-em-4-carboxylate). Solvent: C(Cl)Cl (methylene chloride). Conditions: time 4 hour. Product: C(=CC)C=1CS[C@H]2N(C1C(=O)OC(C1=CC=CC=C1)C1=CC=CC=C1)C([C@H]2NC(CC=2SC=CC2)=O)=O (Diphenylmethyl 3-(Prop-1-enyl)-7β-(2-thienylacetamido)ceph-3-em-4-carboxylate). Yield: 55.9%. As a reaction SMILES: C(=O)C.[C:4](O)(=O)[C:5]1C=CC=C[CH:6]=1.C1(P(=C[C:33]2[CH2:34][S:35][C@@H:36]3[C@H:56]([NH:57][C:58](=[O:65])[CH2:59][C:60]4[S:61][CH:62]=[CH:63][CH:64]=4)[C:55](=[O:66])[N:37]3[C:38]=2[C:39]([O:41][CH:42]([C:49]2[CH:54]=[CH:53][CH:52]=[CH:51][CH:50]=2)[C:43]2[CH:48]=[CH:47][CH:46]=[CH:45][CH:44]=2)=[O:40])(C2C=CC=CC=2)C2C=CC=CC=2)C=CC=CC=1>C(Cl)Cl>[CH:4]([C:33]1[CH2:34][S:35][C@@H:36]2[C@H:56]([NH:57][C:58](=[O:65])[CH2:59][C:60]3[S:61][CH:62]=[CH:63][CH:64]=3)[C:55](=[O:66])[N:37]2[C:38]=1[C:39]([O:41][CH:42]([C:49]1[CH:50]=[CH:51][CH:52]=[CH:53][CH:54]=1)[C:43]1[CH:44]=[CH:45][CH:46]=[CH:47][CH:48]=1)=[O:40])=[CH:5][CH3:6]. Reported procedure: A solution of acetaldehyde (20 ml., 354 mmole) and benzoic acid (73 mg., 0.6 mmole) in dry methylene chloride (50 ml.) as stirred at 23° and treated, over 30 minutes, with diphenylmethyl 3-(triphenylphosphoranylidenemethyl)-7β-(2-thienylacetamido)ceph-3-em-4-carboxylate (1.528 g., 2 mmoles). After stirring for a further 4 hours, the solvent was removed in vacuo, the residue was extracted with ethyl acetate (50 ml.) and the insoluble material was filtered off; the filtrate was washed with saturat... The reactants are F[B-](F)(F)F, CNC(CN1CC(O)C1)C(C)C, CS(C)=O, Cc1cc(C(=O)O)ccc1F, [Na+], CN(C)C=O, C1COCCO1, [OH-], O, CN(C)C(On1nnc2ccccc21)=[N+](C)C. Yields the product Cc1cc(C(=O)N(C)C(CN2CC(O)C2)C(C)C)ccc1F. RXN SMILES: [B-:12]([F:13])([F:14])([F:15])[F:16].[CH3:34][CH:35]([CH:36]([CH2:37][N:38]1[CH2:39][CH:40]([OH:42])[CH2:41]1)[NH:43][CH3:44])[CH3:45].[CH3:53][S:54]([CH3:55])=[O:56].[F:1][c:2]1[c:3]([CH3:11])[cH:4][c:5]([C:6](=[O:7])[OH:8])[cH:9][cH:10]1.[Na+:47].[O:48]=[CH:49][N:50]([CH3:51])[CH3:52].[O:58]1[CH2:59][CH2:60][O:61][CH2:62][CH2:63]1.[OH-:46].[OH2:57].[n:17]1([O:18][C:19]([N:20]([CH3:21])[CH3:22])=[N+:23]([CH3:24])[CH3:25])[c:26]2[cH:27][cH:28][cH:29][cH:30][c:31]2[n:32][n:33]1>>[F:1][c:2]1[c:3]([CH3:11])[cH:4][c:5]([C:6](=[O:8])[N:43]([CH:36]([CH:35]([CH3:34])[CH3:45])[CH2:37][N:38]2[CH2:39][CH:40]([OH:42])[CH2:41]2)[CH3:44])[cH:9][cH:10]1.